From a dataset of the Open Reaction Database (ORD), a public repository of structured organic reaction records. describe an organic reaction: reactants, conditions, products, and yield The reactants are CC1=C(C=CC(=C1)N1CC(CC1)N1C(CCC1)C)N (2-methyl-4-(2-methyl-[1,3′]bipyrrolidinyl-1′-yl)-phenylamine), N1=CC(=CC=C1)C1=NC2=C(N1)C=CC(=C2)C(=O)O (2-pyridin-3-yl-1H-benzoimidazole-5-carboxylic acid). The product is CC1=C(C=CC(=C1)N1CC(CC1)N1C(CCC1)C)NC(=O)C1=CC2=C(NC(=N2)C=2C=NC=CC2)C=C1 (2-Pyridin-3-yl-1H-benzoimidazole-5-carboxylic acid [2-methyl-4-(2-methyl-[1,3′]bipyrrolidinyl-1′-yl)-phenyl]-amide). RXN SMILES: [CH3:1][C:2]1[CH:7]=[C:6]([N:8]2[CH2:12][CH2:11][CH:10]([N:13]3[CH2:17][CH2:16][CH2:15][CH:14]3[CH3:18])[CH2:9]2)[CH:5]=[CH:4][C:3]=1[NH2:19].[N:20]1[CH:25]=[CH:24][CH:23]=[C:22]([C:26]2[NH:30][C:29]3[CH:31]=[CH:32][C:33]([C:35](O)=[O:36])=[CH:34][C:28]=3[N:27]=2)[CH:21]=1>>[CH3:1][C:2]1[CH:7]=[C:6]([N:8]2[CH2:12][CH2:11][CH:10]([N:13]3[CH2:17][CH2:16][CH2:15][CH:14]3[CH3:18])[CH2:9]2)[CH:5]=[CH:4][C:3]=1[NH:19][C:35]([C:33]1[CH:32]=[CH:31][C:29]2[NH:30][C:26]([C:22]3[CH:21]=[N:20][CH:25]=[CH:24][CH:23]=3)=[N:27][C:28]=2[CH:34]=1)=[O:36]. Procedure: The title compound was prepared in a manner substantially the same as example 1 by coupling 2-methyl-4-(2-methyl-[1,3′]bipyrrolidinyl-1′-yl)-phenylamine with 2-pyridin-3-yl-1H-benzoimidazole-5-carboxylic acid. MS: 481.3 (M+H). Starting materials: [N+](=O)([O-])C1=CC=C(CBr)C=C1 (4-nitrobenzyl bromide), C(C1=CC=CC=C1)OC(=O)NC1(OC(CC1)=O)C(=O)O (2-benzyloxycarbonylamino-5-oxo-2tetrahydrofurancarboxylic acid), C([O-])(O)=O.[Na+] (sodium bicarbonate). The solvent is CN(C=O)C (dimethylformamide). The product is C(C1=CC=CC=C1)(=O)OC(=O)NC1(OC(CC1)=O)C(=O)OCC1=CC=C(C=C1)[N+](=O)[O-] (4-nitrobenzyl 2-benzoyloxycarbonylamino-5-oxo-2-tetrahydrofurancarboxylate). RXN SMILES: [CH2:1]([O:8][C:9]([NH:11][C:12]1([C:18]([OH:20])=[O:19])[CH2:16][CH2:15][C:14](=[O:17])[O:13]1)=[O:10])[C:2]1[CH:7]=[CH:6][CH:5]=[CH:4][CH:3]=1.[N+:21]([C:24]1[CH:31]=[CH:30][C:27]([CH2:28]Br)=[CH:26][CH:25]=1)([O-:23])=[O:22].C(=O)(O)[O-:33].[Na+]>CN(C)C=O>[C:1]([O:8][C:9]([NH:11][C:12]1([C:18]([O:20][CH2:28][C:27]2[CH:30]=[CH:31][C:24]([N+:21]([O-:23])=[O:22])=[CH:25][CH:26]=2)=[O:19])[CH2:16][CH2:15][C:14](=[O:17])[O:13]1)=[O:10])(=[O:33])[C:2]1[CH:3]=[CH:4][CH:5]=[CH:6][CH:7]=1 |f:2.3|. Reported procedure: To a solution of 838 mg 2-benzyloxycarbonylamino-5-oxo-2tetrahydrofurancarboxylic acid in 5 ml of dimethylformamide 120 mg sodium hydride (60% dispersion in mineral oil) was added, while stirring and ice-cooling the solution. 648 mg 4-nitrobenzyl bromide was then added, and the mixture was stirred at room temperature for 2.5 hours. To the reaction mixture a saturated aqueous solution of sodium bicarbonate was added, then the resulting mixture was extracted with ethyl acetate. The organic layer, ... Starting materials: O=Cc1c(Br)n[nH]c1Br, O=C([O-])[O-], COc1ccc(CBr)cc1, CN(C)C=O, [K+], [K+]. The product is COc1ccc(Cn2nc(Br)c(C=O)c2Br)cc1. Reaction SMILES: [Br:1][c:2]1[n:3][nH:4][c:5]([Br:9])[c:6]1[CH:7]=[O:8].[C:10](=[O:11])([O-:12])[O-:13].[CH3:16][O:17][c:18]1[cH:19][cH:20][c:21]([CH2:22][Br:23])[cH:24][cH:25]1.[CH3:26][N:27]([CH3:28])[CH:29]=[O:30].[K+:14].[K+:15]>>[Br:1][c:2]1[n:3][n:4]([CH2:22][c:21]2[cH:20][cH:19][c:18]([O:17][CH3:16])[cH:25][cH:24]2)[c:5]([Br:9])[c:6]1[CH:7]=[O:8].